Dataset: the Open Reaction Database (ORD), a public repository of structured organic reaction records. Task: describe an organic reaction: reactants, conditions, products, and yield Reactants: C(C)(=O)OCC=C (allyl acetate), O (water), C(C=C)(=O)OCC=C (allyl acrylate), C(C)(=O)O (acetic acid), C(C=C)(=O)O (acrylic acid). The product is C(C)(=O)OCC=C (allyl acetate), O=O (oxygen), C=CC (propylene). Reaction SMILES: C(O)(=[O:3])C.[C:5]([O:8][CH2:9][CH:10]=[CH2:11])(=[O:7])[CH3:6].[C:12](OCC=C)(=O)[CH:13]=[CH2:14].C(O)(=O)C=C.[OH2:25]>>[C:5]([O:8][CH2:9][CH:10]=[CH2:11])(=[O:7])[CH3:6].[O:25]=[O:3].[CH2:12]=[CH:13][CH3:14]. Procedure details: The acetic acid-containing liquid (a bottom liquid 18 of the first distillation column in this example) contains, in addition to the unreacted acetic acid, water as a reaction product and a trace amount of allyl acetate, components such as impurities (unsaturated compounds such as allyl acrylate and acrylic acid) by-produced in the reaction in the oxidation reactor 5, and raw materials. With respect to a standard boiling point of these components, while acetic acid has a standard boiling point o...